From a dataset of the Open Reaction Database (ORD), a public repository of structured organic reaction records. describe an organic reaction: reactants, conditions, products, and yield Starting materials: OCCC1=CC=C(C=C1)OC(N(C1=CC=CC=C1)C)=O (methyl-phenyl-carbamic acid 4-(2-hydroxy-ethyl)-phenyl ester), ON1N=CC=C1 (1-hydroxypyrazole). The product is N1(N=CC=C1)OCCC1=CC=C(C=C1)OC(N(C1=CC=CC=C1)C)=O (Methyl-phenyl-carbamic acid 4-[2-(pyrazol-1-yloxy)-ethyl]-phenyl ester). Yield: 62.0%. Reaction SMILES: [OH:1][CH2:2][CH2:3][C:4]1[CH:9]=[CH:8][C:7]([O:10][C:11](=[O:20])[N:12]([CH3:19])[C:13]2[CH:18]=[CH:17][CH:16]=[CH:15][CH:14]=2)=[CH:6][CH:5]=1.O[N:22]1[CH:26]=[CH:25][CH:24]=[N:23]1>>[N:22]1([O:1][CH2:2][CH2:3][C:4]2[CH:5]=[CH:6][C:7]([O:10][C:11](=[O:20])[N:12]([CH3:19])[C:13]3[CH:14]=[CH:15][CH:16]=[CH:17][CH:18]=3)=[CH:8][CH:9]=2)[CH:26]=[CH:25][CH:24]=[N:23]1. Procedure: The title compound was prepared in 62% yield as an oil using methyl-phenyl-carbamic acid 4-(2-hydroxy-ethyl)-phenyl ester and 1-hydroxypyrazole. Reactants: [OH-].[K+] (Potassium hydroxide), [OH-].[K+] (Potassium hydroxide), S (hydrogen sulphide), COC(C(=C(C=CCl)CCl)C(=O)OC)=O (methyl-2-methoxycarbonyl-5-chloro-3-chloromethylpenta-2,4-dienoate), S (hydrogen sulphide), S (hydrogen sulphide). The solvent is O (water), CCOCC (ether), C(C)O (ethanol). Conditions: time 1 hour. Product: S1C=C(C=C1)C(C(=O)OC)C(=O)OC (dimethyl thien-3-ylmalonate). Isolated yield 74.0%. Reaction SMILES: [OH-].[K+].[SH2:3].[CH3:4][O:5][C:6](=[O:18])[C:7]([C:14]([O:16][CH3:17])=[O:15])=[C:8]([CH2:12]Cl)[CH:9]=[CH:10]Cl>C(O)C.O.CCOCC>[S:3]1[CH:10]=[CH:9][C:8]([CH:7]([C:14]([O:16][CH3:17])=[O:15])[C:6]([O:5][CH3:4])=[O:18])=[CH:12]1 |f:0.1|. Procedure details: Potassium hydroxide (0.14 g, 2.0 mmol) in ethanol (50 ml) was saturated with hydrogen sulphide at 0° C. To this was added methyl-2-methoxycarbonyl-5-chloro-3-chloromethylpenta-2,4-dienoate (0.62 g, 2.45 mmol) and addition of hydrogen sulphide was continued for 1 hour at room temperature. The reaction mixture was stirred for a further 4 hours. Potassium hydroxide (0.20 g, 2.8 mmol) was added and hydrogen sulphide passed for 0.5 hours. The reaction mixture was stirred at room temperature for 16 ho... The reactants are C(C=C)OC(=O)OCC1=C(C(=O)O[C@@]([C@@H](C)S[C@H]2CO[C@@H](OC2)\C=C\C=C\C2=C(C=C(C=C2)C#N)F)(CN2N=CN=C2)C2=C(C=C(C=C2)F)F)C=CC=C1 ((1R,2R)-2-[[trans-2-[(1E,3E)-4-(4-cyano-2-fluorophenyl)-1,3-butadienyl]-1,3-dioxan-5-yl]thio]1-(2,4-difluorophenyl)-1-[(1H-1,2,4-triazol-1-yl)methyl]propyl 2-[(allyloxycarbonyl)oxymethyl]benzoate), C(CCC)[SnH](CCCC)CCCC (tributyltin hydride), C(C)(=O)OCC (ethyl acetate). Reagents/catalysts: Cl[Pd]([P](C1=CC=CC=C1)(C2=CC=CC=C2)C3=CC=CC=C3)([P](C4=CC=CC=C4)(C5=CC=CC=C5)C6=CC=CC=C6)Cl (bis(triphenylphosphine)dichloropalladium). The solvent is CCCCCC (hexane). Product: OCC1=C(C(=O)O[C@@]([C@@H](C)S[C@H]2CO[C@@H](OC2)\C=C\C=C\C2=C(C=C(C=C2)C#N)F)(CN2N=CN=C2)C2=C(C=C(C=C2)F)F)C=CC=C1 ((1R,2R)-2-[[trans-2-[(1E,3E)-4-(4-Cyano-2-fluorophenyl)-1,3-butadienyl]-1,3-dioxan-5-yl]thio]-1-(2,4-difluorophenyl)-1-[(1H-1,2,4-triazol-1-yl)methyl]propyl 2-(hydroxymethyl)benzoate). The yield is 81.0%. As a reaction SMILES: C(OC([O:7][CH2:8][C:9]1[CH:54]=[CH:53][CH:52]=[CH:51][C:10]=1[C:11]([O:13][C@:14]([C:43]1[CH:48]=[CH:47][C:46]([F:49])=[CH:45][C:44]=1[F:50])([CH2:37][N:38]1[CH:42]=[N:41][CH:40]=[N:39]1)[C@H:15]([S:17][C@@H:18]1[CH2:23][O:22][C@@H:21](/[CH:24]=[CH:25]/[CH:26]=[CH:27]/[C:28]2[CH:33]=[CH:32][C:31]([C:34]#[N:35])=[CH:30][C:29]=2[F:36])[O:20][CH2:19]1)[CH3:16])=[O:12])=O)C=C.C([SnH](CCCC)CCCC)CCC.C(OCC)(=O)C>Cl[Pd](Cl)([P](C1C=CC=CC=1)(C1C=CC=CC=1)C1C=CC=CC=1)[P](C1C=CC=CC=1)(C1C=CC=CC=1)C1C=CC=CC=1.CCCCCC>[OH:7][CH2:8][C:9]1[CH:54]=[CH:53][CH:52]=[CH:51][C:10]=1[C:11]([O:13][C@:14]([C:43]1[CH:48]=[CH:47][C:46]([F:49])=[CH:45][C:44]=1[F:50])([CH2:37][N:38]1[CH:42]=[N:41][CH:40]=[N:39]1)[C@H:15]([S:17][C@@H:18]1[CH2:23][O:22][C@@H:21](/[CH:24]=[CH:25]/[CH:26]=[CH:27]/[C:28]2[CH:33]=[CH:32][C:31]([C:34]#[N:35])=[CH:30][C:29]=2[F:36])[O:20][CH2:19]1)[CH3:16])=[O:12] |^1:76,95|. Reported procedure: A chemical reaction was carried out according to a similar procedure to that described in Example 11-(4) using (1R,2R)-2-[[trans-2-[(1E,3E)-4-(4-cyano-2-fluorophenyl)-1,3-butadienyl]-1,3-dioxan-5-yl]thio]1-(2,4-difluorophenyl)-1-[(1H-1,2,4-triazol-1-yl)methyl]propyl 2-[(allyloxycarbonyl)oxymethyl]benzoate (1.52 g, 2.00 mmol), bis(triphenylphosphine)dichloropalladium (5 mg), and tributyltin hydride (620 mg, 2.13 mmol). The obtained crude product was subjected to chromatography on a silica gel (50... Starting materials: Cc1ccccc1, CCOC(=O)Cl, Cl, CN1CCC(OC(c2ccccc2)c2ccccc2)CC1. Product: CCOC(=O)N1CCC(OC(c2ccccc2)c2ccccc2)CC1. Reaction SMILES: [CH3:29][c:30]1[cH:31][cH:32][cH:33][cH:34][cH:35]1.[Cl:23][C:24](=[O:25])[O:26][CH2:27][CH3:28].[ClH:22].[c:1]1([CH:7]([O:8][CH:9]2[CH2:10][CH2:11][N:12]([CH3:15])[CH2:13][CH2:14]2)[c:16]2[cH:17][cH:18][cH:19][cH:20][cH:21]2)[cH:2][cH:3][cH:4][cH:5][cH:6]1>>[c:1]1([CH:7]([O:8][CH:9]2[CH2:10][CH2:11][N:12]([C:24](=[O:25])[O:26][CH2:27][CH3:28])[CH2:13][CH2:14]2)[c:16]2[cH:17][cH:18][cH:19][cH:20][cH:21]2)[cH:2][cH:3][cH:4][cH:5][cH:6]1.